describe an organic reaction: reactants, conditions, products, and yield From a dataset of the Open Reaction Database (ORD), a public repository of structured organic reaction records. Starting materials: N1=C(C=CC=C1)NC1CCN(CC1)C(=O)OCC (ethyl 4-(pyridin-2-ylamino)piperidine-1-carboxylate). The solvent is Br (HBr). The product is N1CCC(CC1)NC1=NC=CC=C1 (2-(Piperidin-4-ylamino)pyridine). Isolated yield 166.4%. Reaction SMILES: [N:1]1[CH:6]=[CH:5][CH:4]=[CH:3][C:2]=1[NH:7][CH:8]1[CH2:13][CH2:12][N:11](C(OCC)=O)[CH2:10][CH2:9]1>Br>[NH:11]1[CH2:12][CH2:13][CH:8]([NH:7][C:2]2[CH:3]=[CH:4][CH:5]=[CH:6][N:1]=2)[CH2:9][CH2:10]1. Reported procedure: 6 g of ethyl 4-(pyridin-2-ylamino)piperidine-1-carboxylate (23a) were refluxed in 30 ml of 47% HBr for 6 h. Evaporation of the mixture, trituration of the resulting crude product with ethyl acetate/CH3OH (9:1) and renewed drying afforded 7.1 g of white solid; ESI-MS [M+H+]=178.15.